Dataset: the Open Reaction Database (ORD), a public repository of structured organic reaction records. Task: describe an organic reaction: reactants, conditions, products, and yield Reaction SMILES: [CH2:1]([C:4]1[CH:5]=[C:6]([C:11](=[O:13])[CH3:12])[CH:7]=[CH:8][C:9]=1O)[CH:2]=[CH2:3].C(=O)([O-])[O-].[K+].[K+].[F:20][C:21]1[CH:22]=[CH:23][C:24]([O:30][CH3:31])=[C:25](B(O)O)[CH:26]=1.CN(C)C=O>O1CCCC1.C1C=CC([P]([Pd]([P](C2C=CC=CC=2)(C2C=CC=CC=2)C2C=CC=CC=2)([P](C2C=CC=CC=2)(C2C=CC=CC=2)C2C=CC=CC=2)[P](C2C=CC=CC=2)(C2C=CC=CC=2)C2C=CC=CC=2)(C2C=CC=CC=2)C2C=CC=CC=2)=CC=1>[CH2:1]([C:4]1[CH:5]=[C:6]([C:11](=[O:13])[CH3:12])[CH:7]=[CH:8][C:9]=1[C:23]1[CH:22]=[C:21]([F:20])[CH:26]=[CH:25][C:24]=1[O:30][CH3:31])[CH:2]=[CH2:3] |f:1.2.3,^1:45,47,66,85|. The solvent is O1CCCC1 (tetrahydrofuran). Reagents/catalysts: C=1C=CC(=CC1)[P](C=2C=CC=CC2)(C=3C=CC=CC3)[Pd]([P](C=4C=CC=CC4)(C=5C=CC=CC5)C=6C=CC=CC6)([P](C=7C=CC=CC7)(C=8C=CC=CC8)C=9C=CC=CC9)[P](C=1C=CC=CC1)(C=1C=CC=CC1)C=1C=CC=CC1 (tetrakis(triphenylphosphine)palladium). Reactants: resultant mixture, FC=1C=CC(=C(C1)B(O)O)OC (5-fluoro-2-methoxyphenyl boronic acid), CN(C=O)C (dimethylformamide), C(C=C)C=1C=C(C=CC1O)C(C)=O (3′-allyl-4′-hydroxyacetophenone), N-phenyl-bis(trifluoromethane) sulfonimide, C([O-])([O-])=O.[K+].[K+] (potassium carbonate). Procedure: A mixture of 3′-allyl-4′-hydroxyacetophenone (0.352 g, 2.0 mmol), N-phenyl-bis(trifluoromethane) sulfonimide) (0.710 g, 2.0 mmol) and potassium carbonate (0.830 g, 6.0 mmol) in tetrahydrofuran (3.0 ml) was heated in a microwave oven at 120° C. for 10 min. The resultant mixture was treated with 5-fluoro-2-methoxyphenyl boronic acid (0.680 g, 0.4 mmol), tetrakis(triphenylphosphine)palladium (0) (0.060 g, 0.05 mmol) and dimethylformamide (1.0 ml) and heated in a microwave oven at 120° C. for 10 min... Conditions: temperature 120 celsius. The product is C(C=C)C1=C(C=CC(=C1)C(C)=O)C1=C(C=CC(=C1)F)OC (1-(2-allyl-5′-fluoro-2′-methoxy-biphenyl-4-yl)-ethanone). Reactants: CCOC(C)=O, ClCCl, CCCc1nc(C)n(-c2ccc3c(c2)C(O)CC(C)(C)O3)c(=O)c1Cc1ccc(-c2ccccc2-c2noc(=O)[nH]2)cc1. Product: CCCc1nc(C)n(-c2ccc3c(c2)C(=O)CC(C)(C)O3)c(=O)c1Cc1ccc(-c2ccccc2-c2noc(=O)[nH]2)cc1. RXN SMILES: [CH3:47][CH2:48][O:49][C:50](=[O:51])[CH3:52].[Cl:44][CH2:45][Cl:46].[OH:1][CH:2]1[CH2:3][C:4]([CH3:42])([CH3:43])[O:5][c:6]2[cH:7][cH:8][c:9](-[n:12]3[c:13]([CH3:41])[n:14][c:15]([CH2:38][CH2:39][CH3:40])[c:16]([CH2:19][c:20]4[cH:21][cH:22][c:23](-[c:26]5[c:27](-[c:32]6[n:33][o:34][c:35](=[O:37])[nH:36]6)[cH:28][cH:29][cH:30][cH:31]5)[cH:24][cH:25]4)[c:17]3=[O:18])[cH:10][c:11]21>>[O:1]=[C:2]1[CH2:3][C:4]([CH3:42])([CH3:43])[O:5][c:6]2[cH:7][cH:8][c:9](-[n:12]3[c:13]([CH3:41])[n:14][c:15]([CH2:38][CH2:39][CH3:40])[c:16]([CH2:19][c:20]4[cH:21][cH:22][c:23](-[c:26]5[c:27](-[c:32]6[n:33][o:34][c:35](=[O:37])[nH:36]6)[cH:28][cH:29][cH:30][cH:31]5)[cH:24][cH:25]4)[c:17]3=[O:18])[cH:10][c:11]21. The reactants are O=C(C1CC1)N1CC(Cc2n[nH]c(=O)n2-c2ccc(Br)cc2F)C1, O=C([O-])[O-], C1COCCO1, CCOC(C)=O, [K+], [K+], OB(O)c1ccc2cc[nH]c2c1. Yields the product O=C(C1CC1)N1CC(Cc2n[nH]c(=O)n2-c2ccc(-c3ccc4cc[nH]c4c3)cc2F)C1. As a reaction SMILES: [Br:1][c:2]1[cH:3][c:4]([F:24])[c:5](-[n:8]2[c:9](=[O:23])[nH:10][n:11][c:12]2[CH2:13][CH:14]2[CH2:15][N:16]([C:18](=[O:19])[CH:20]3[CH2:21][CH2:22]3)[CH2:17]2)[cH:6][cH:7]1.[C:37](=[O:38])([O-:39])[O-:40].[CH2:43]1[O:44][CH2:45][CH2:46][O:47][CH2:48]1.[CH3:49][CH2:50][O:51][C:52](=[O:53])[CH3:54].[K+:41].[K+:42].[nH:25]1[cH:26][cH:27][c:28]2[cH:29][cH:30][c:31]([B:34]([OH:35])[OH:36])[cH:32][c:33]12>>[c:2]1(-[c:31]2[cH:30][cH:29][c:28]3[cH:27][cH:26][nH:25][c:33]3[cH:32]2)[cH:3][c:4]([F:24])[c:5](-[n:8]2[c:9](=[O:23])[nH:10][n:11][c:12]2[CH2:13][CH:14]2[CH2:15][N:16]([C:18](=[O:19])[CH:20]3[CH2:21][CH2:22]3)[CH2:17]2)[cH:6][cH:7]1. The reactants are C(C)(C)(C)OC(=O)N[C@@H]1[C@H](C[C@@H](CC1)CO[Si](C1=CC=CC=C1)(C1=CC=CC=C1)C(C)(C)C)NC(=O)C=1SC=2CN(CCC2N1)C ((1S,2S,4R)-N1-tert-Butoxycarbonyl-4-(tert-butyldiphenylsilyloxymethyl)-N2-[(5-methyl-4,5,6,7-tetrahydrothiazolo[5,4-c]pyridin-2-yl)carbonyl]-1,2-cyclohexanediamine), [F-].C(CCC)[N+](CCCC)(CCCC)CCCC (tetrabutylammonium fluoride). Run in O1CCCC1 (tetrahydrofuran). The product is C(C)(C)(C)OC(=O)N[C@@H]1[C@H](C[C@@H](CC1)CO)NC(=O)C=1SC=2CN(CCC2N1)C ((1S,2S,4R)-N1-tert-Butoxycarbonyl-4-hydroxymethyl-N2-[(5-methyl-4,5,6,7-tetrahydrothiazolo[5,4-c]pyridin-2-yl)carbonyl]-1,2-cyclohexanediamine). Yield: 67.5%. As a reaction SMILES: [C:1]([O:5][C:6]([NH:8][C@H:9]1[CH2:14][CH2:13][C@@H:12]([CH2:15][O:16][Si](C(C)(C)C)(C2C=CC=CC=2)C2C=CC=CC=2)[CH2:11][C@@H:10]1[NH:34][C:35]([C:37]1[S:38][C:39]2[CH2:40][N:41]([CH3:46])[CH2:42][CH2:43][C:44]=2[N:45]=1)=[O:36])=[O:7])([CH3:4])([CH3:3])[CH3:2].[F-].C([N+](CCCC)(CCCC)CCCC)CCC>O1CCCC1>[C:1]([O:5][C:6]([NH:8][C@H:9]1[CH2:14][CH2:13][C@@H:12]([CH2:15][OH:16])[CH2:11][C@@H:10]1[NH:34][C:35]([C:37]1[S:38][C:39]2[CH2:40][N:41]([CH3:46])[CH2:42][CH2:43][C:44]=2[N:45]=1)=[O:36])=[O:7])([CH3:4])([CH3:3])[CH3:2] |f:1.2|. Procedure: (1S,2S,4R)-N1-tert-Butoxycarbonyl-4-(tert-butyldiphenylsilyloxymethyl)-N2-[(5-methyl-4,5,6,7-tetrahydrothiazolo[5,4-c]pyridin-2-yl)carbonyl]-1,2-cyclohexanediamine (1.25 g) was dissolved in tetrahydrofuran (30 ml), and tetrabutylammonium fluoride (1 M solution, 2.5 ml), and the mixture was stirred at room temperature for 3 days. After the solvent was distilled off under reduced pressure, dichloromethane was added, and the reaction mixture was washed with water, the resultant organic layer was dr... Starting materials: BrC=1C=CC2=C(C=3N(C4CC2C4)C(=C(N3)C(N)=O)C(=O)O)C1 (10-bromo-2-carbamoyl-6,7-dihydro-5H-5,7-methanobenzo[c]imidazo[1,2-a]azepine-3-carboxylic acid), Cl.CNC (N,N-Dimethylamine Hydrochloride). Yields the product BrC=1C=CC2=C(C=3N(C4CC2C4)C(=C(N3)C(=O)N)C(=O)N(C)C)C1 (10-bromo-N3,N3-dimethyl-6,7-dihydro-5H-5,7-methanobenzo[c]imidazo[1,2-a]azepine-2,3-dicarboxamide). Reaction SMILES: [Br:1][C:2]1[CH:3]=[CH:4][C:5]2[CH:11]3[CH2:12][CH:9]([CH2:10]3)[N:8]3[C:13]([C:19](O)=[O:20])=[C:14]([C:16](=[O:18])[NH2:17])[N:15]=[C:7]3[C:6]=2[CH:22]=1.Cl.[CH3:24][NH:25][CH3:26]>>[Br:1][C:2]1[CH:3]=[CH:4][C:5]2[CH:11]3[CH2:10][CH:9]([CH2:12]3)[N:8]3[C:13]([C:19]([N:25]([CH3:26])[CH3:24])=[O:20])=[C:14]([C:16]([NH2:17])=[O:18])[N:15]=[C:7]3[C:6]=2[CH:22]=1 |f:1.2|. Procedure details: 10-bromo-2-carbamoyl-6,7-dihydro-5H-5,7-methanobenzo[c]imidazo[1,2-a]azepine-3-carboxylic acid (0.1 g) was reacted with N,N-Dimethylamine Hydrochloride similarly to the conditions described in Example 2 to produce 10-bromo-N3,N3-dimethyl-6,7-dihydro-5H-5,7-methanobenzo[c]imidazo[1,2-a]azepine-2,3-dicarboxamide. This intermediate was then reacted with (2R)-2-(5-methylisoxazol-3-yl)but-3-yn-2-ol via General Procedure E to afford 21 mg (16%) of 10-[(3R)-3-hydroxy-3-(5-methylisoxazol-3-yl)but-1-ynyl... Starting materials: ClC1=CC=C(C(=O)N(C2=CC=C(OC)C=C2)CC(=O)O)C=C1 (N-(p-chlorobenzoyl)-2-(p-anisidino)acetic acid), COC1=CC=C(C=C1)NCCCC(=O)OC (methyl 4-(p-anisidino)butyrate). Yields the product ClC1=CC=C(C(=O)N(C2=CC=C(OC)C=C2)CC(=O)N(C2=CC=C(OC)C=C2)CCCC(=O)OC)C=C1 (methyl N-[N-(p-chlorobenzoyl)-2-(p-anisidino)acetyl]-4-(p-anisidino)butyrate). Reaction SMILES: [Cl:1][C:2]1[CH:22]=[CH:21][C:5]([C:6]([N:8]([CH2:17][C:18]([OH:20])=O)[C:9]2[CH:16]=[CH:15][C:12]([O:13][CH3:14])=[CH:11][CH:10]=2)=[O:7])=[CH:4][CH:3]=1.[CH3:23][O:24][C:25]1[CH:30]=[CH:29][C:28]([NH:31][CH2:32][CH2:33][CH2:34][C:35]([O:37][CH3:38])=[O:36])=[CH:27][CH:26]=1>>[Cl:1][C:2]1[CH:3]=[CH:4][C:5]([C:6]([N:8]([CH2:17][C:18]([N:31]([CH2:32][CH2:33][CH2:34][C:35]([O:37][CH3:38])=[O:36])[C:28]2[CH:27]=[CH:26][C:25]([O:24][CH3:23])=[CH:30][CH:29]=2)=[O:20])[C:9]2[CH:10]=[CH:11][C:12]([O:13][CH3:14])=[CH:15][CH:16]=2)=[O:7])=[CH:21][CH:22]=1. Procedure details: Analogously to Example 1, by using equivalent quantities, reacting N-(p-chlorobenzoyl)-2-(p-anisidino)acetic acid and methyl 4-(p-anisidino)butyrate and suitable processing produces methyl N-[N-(p-chlorobenzoyl)-2-(p-anisidino)acetyl]-4-(p-anisidino)butyrate (oil), saponification of which and processing of the reaction product yields N-[N-(p-chlorobenzoyl)-2-(p-anisidino)acetyl]-4-(p-anisidino)butyric acid (M.P. 105° to 108°).